This data is from the Open Reaction Database (ORD), a public repository of structured organic reaction records. The task is: describe an organic reaction: reactants, conditions, products, and yield The reactants are C(C)OC(=O)C1=C(SC=C1C1=CC=CC=C1)N (2-amino-4-phenylthiophene-3-carboxylic acid ethyl ester), C(C)(=O)O.C(=N)N (formamidine acetate). Run in C(C)O (ethanol). Yields the product C1(=CC=CC=C1)C1=CSC=2N=CNC(C21)=O (5-Phenyl-3H-thieno[2,3-d]pyrimidin-4-one). As a reaction SMILES: C([O:3][C:4]([C:6]1[C:10]([C:11]2[CH:16]=[CH:15][CH:14]=[CH:13][CH:12]=2)=[CH:9][S:8][C:7]=1[NH2:17])=O)C.C(O)(=O)C.[CH:22](N)=[NH:23]>C(O)C>[C:11]1([C:10]2[C:6]3[C:4](=[O:3])[NH:23][CH:22]=[N:17][C:7]=3[S:8][CH:9]=2)[CH:16]=[CH:15][CH:14]=[CH:13][CH:12]=1 |f:1.2|. Procedure: A stirred mixture of 2-amino-4-phenylthiophene-3-carboxylic acid ethyl ester (350.43 g, 1.535 mol), formamidine acetate (799.13 g, 7.7 mol) and ethanol (1500 ml) was heated under reflux for 18 hours then allowed to cool to ambient temperature. The resulting solid was collected by filtration, washed with a little cold ethanol, then crystallised from ethanol to give 5-Phenyl-3H-thieno[2,3-d]pyrimidin-4-one as a yellow solid which was used without further purification. Starting materials: C1CCOC1, CCCCCCCCCC(=O)Nc1cc(NC(=O)CCCCCCCCC)cc(NC(=O)OCc2ccccc2)c1. Product: CCCCCCCCCC(=O)Nc1cc(N)cc(NC(=O)CCCCCCCCC)c1. RXN SMILES: [CH2:42]1[O:43][CH2:44][CH2:45][CH2:46]1.[c:1]1([CH2:2][O:3][C:4](=[O:5])[NH:10][c:11]2[cH:12][c:13]([NH:29][C:30]([CH2:31][CH2:32][CH2:33][CH2:34][CH2:35][CH2:36][CH2:37][CH2:38][CH3:39])=[O:40])[cH:14][c:15]([NH:17][C:18]([CH2:19][CH2:20][CH2:21][CH2:22][CH2:23][CH2:24][CH2:25][CH2:26][CH3:27])=[O:28])[cH:16]2)[cH:6][cH:7][cH:8][cH:9][cH:41]1>>[NH2:10][c:11]1[cH:12][c:13]([NH:29][C:30]([CH2:31][CH2:32][CH2:33][CH2:34][CH2:35][CH2:36][CH2:37][CH2:38][CH3:39])=[O:40])[cH:14][c:15]([NH:17][C:18]([CH2:19][CH2:20][CH2:21][CH2:22][CH2:23][CH2:24][CH2:25][CH2:26][CH3:27])=[O:28])[cH:16]1. Starting materials: C(C1=CC=CC=C1)N(CC1CCN(CC1)CC(C)(C)OC)CC1=CC=CC=C1 (N,N-dibenzyl-N-{[1-(2-methoxy-2-methylpropyl)piperidin-4-yl]methyl}amine), C(=O)[O-].[NH4+] (ammonium formate). The reagents and catalysts are [Pd] (palladium on carbon). Solvent: CO (methanol), O (water). Run at temperature 80 celsius. Yields the product COC(CN1CCC(CC1)CN)(C)C ([1-(2-methoxy-2-methylpropyl)piperidin-4-yl]methylamine). Yield: 74.2%. As a reaction SMILES: C([N:8](CC1C=CC=CC=1)[CH2:9][CH:10]1[CH2:15][CH2:14][N:13]([CH2:16][C:17]([O:20][CH3:21])([CH3:19])[CH3:18])[CH2:12][CH2:11]1)C1C=CC=CC=1.C([O-])=O.[NH4+]>CO.O.[Pd]>[CH3:21][O:20][C:17]([CH3:19])([CH3:18])[CH2:16][N:13]1[CH2:14][CH2:15][CH:10]([CH2:9][NH2:8])[CH2:11][CH2:12]1 |f:1.2|. Procedure: To a solution of N,N-dibenzyl-N-{[1-(2-methoxy-2-methylpropyl)piperidin-4-yl]methyl}amine (EXAMPLE 4, Step 5, 756 mg, 1.85 mmol) and ammonium formate (583 mg, 9.24 mmol) in methanol (40 mL) and water (15 mL) was added 10% palladium on carbon (185 mg) at ambient temperature. The mixture was heated at 80° C. for 6 h. After cooling, the mixture was filtered through a pad of Celite and the filtrate was concentrated in vacuo. The obtained residue was partitioned between dichlorometane and aqueous amm... Starting materials: CC(=O)Nc1ccc(Br)cc1F, [C-]#N, Cc1ccccc1, CNCCNC, [Cu]I, N, [Na+]. Yields the product CC(=O)Nc1ccc(C#N)cc1F. Reaction SMILES: [Br:4][c:5]1[cH:6][c:7]([F:15])[c:8]([NH:11][C:12]([CH3:13])=[O:14])[cH:9][cH:10]1.[C-:1]#[N:2].[CH3:16][c:17]1[cH:18][cH:19][cH:20][cH:21][cH:22]1.[CH3:23][NH:24][CH2:25][CH2:26][NH:27][CH3:28].[Cu:30][I:31].[NH3:29].[Na+:3]>>[c:5]1([C:23]#[N:24])[cH:6][c:7]([F:15])[c:8]([NH:11][C:12]([CH3:13])=[O:14])[cH:9][cH:10]1. Reactants: C(#N)C=1C=CC2=C(C(CO2)CC(=O)OC)C1 (methyl [5-cyano-2,3-dihydro-benzofuran-3-yl]-acetate), [OH-].[Na+] (NaOH), Cl (HCl). The solvent is C(C)(=O)OCC (ethyl acetate), C1CCOC1.CO (THF MeOH). Reaction conditions: time 10 minute. The product is C(=O)(O)CC1COC2=C1C=C(C=C2)C#N (3-(carboxy-methyl)-5-cyano-2,3-dihydro-benzofuran). As a reaction SMILES: [C:1]([C:3]1[CH:4]=[CH:5][C:6]2[O:10][CH2:9][CH:8]([CH2:11][C:12]([O:14]C)=[O:13])[C:7]=2[CH:16]=1)#[N:2].[OH-].[Na+].Cl>C1COCC1.CO.C(OCC)(=O)C>[C:12]([CH2:11][CH:8]1[C:7]2[CH:16]=[C:3]([C:1]#[N:2])[CH:4]=[CH:5][C:6]=2[O:10][CH2:9]1)([OH:14])=[O:13] |f:1.2,4.5|. Procedure: To a solution of methyl [5-cyano-2,3-dihydro-benzofuran-3-yl]-acetate (3.73 g, 17.2 mmol) (reference example 10a) in THF:MeOH (2:1, 60 mL) was added aqueous NaOH (16 mL, 2M). The resulting mixture was stirred for 10 min then acidified to pH 1 with 2M aqueous HCl. This mixture was diluted with ethyl acetate and washed, sequentially, with water and brine, dried over MgSO4 and concentrated. The crude solid product was used without further purification. 1H NMR (CDCO3) d 2.70 (dd, 16, 8 Hz, 1H), 2.85...